Dataset: the Open Reaction Database (ORD), a public repository of structured organic reaction records. Task: describe an organic reaction: reactants, conditions, products, and yield Reactants: CC1(C)CC(=O)c2cc(C#N)c(=S)[nH]c2C1, O=C1CCCC(=O)C1. The product is N#Cc1cc2c([nH]c1=S)CCCC2=O. As a reaction SMILES: [CH3:9][C:10]1([CH3:24])[CH2:11][C:12](=[O:23])[c:13]2[cH:14][c:15]([C:21]#[N:22])[c:16](=[S:20])[nH:17][c:18]2[CH2:19]1.[O:1]=[C:2]1[CH2:3][C:4](=[O:5])[CH2:6][CH2:7][CH2:8]1>>[CH2:10]1[CH2:11][C:12](=[O:23])[c:13]2[cH:14][c:15]([C:21]#[N:22])[c:16](=[S:20])[nH:17][c:18]2[CH2:19]1. Reaction SMILES: [CH3:1][N:2]([CH2:3][C:4]#[C:5][c:6]1[cH:7][c:8]2[c:9]([n:10][cH:11][c:12]([NH:14][C:15]([c:16]3[c:17]([F:30])[c:18]([NH:23][S:24](=[O:25])(=[O:26])[CH2:27][CH2:28][CH3:29])[cH:19][cH:20][c:21]3[F:22])=[O:31])[cH:13]2)[nH:32]1)[CH3:33].[CH3:36][OH:37].[H:34][H:35]>>[CH3:1][N:2]([CH2:3][CH2:4][CH2:5][c:6]1[cH:7][c:8]2[c:9]([n:10][cH:11][c:12]([NH:14][C:15]([c:16]3[c:17]([F:30])[c:18]([NH:23][S:24](=[O:25])(=[O:26])[CH2:27][CH2:28][CH3:29])[cH:19][cH:20][c:21]3[F:22])=[O:31])[cH:13]2)[nH:32]1)[CH3:33]. Yields the product CCCS(=O)(=O)Nc1ccc(F)c(C(=O)Nc2cnc3[nH]c(CCCN(C)C)cc3c2)c1F. Reactants: CCCS(=O)(=O)Nc1ccc(F)c(C(=O)Nc2cnc3[nH]c(C#CCN(C)C)cc3c2)c1F, CO, [H][H]. The reactants are N1N=CC(=C1)C1=CC2=C(C=3N=C(SC3CCO2)C(=O)O)C=C1 (8-(1H-Pyrazol-4-yl)-4,5-dihydro-6-oxa-3-thia-1-aza-benzo[e]azulene-2-carboxylic acid), C(C)N([C@H]1CNCC1)CC ((R)—N,N-diethylpyrrolidin-3-amine). Yields the product C(C)N([C@H]1CN(CC1)C(=O)C=1SC=2CCOC3=C(C2N1)C=CC(=C3)C=3C=NNC3)CC (((R)-3-Diethylamino-pyrrolidin-1-yl)-[8-(1H-pyrazol-4-yl)-4,5-dihydro-6-oxa-3-thia-1-aza-benzo[e]azulen-2-yl]-methanone). RXN SMILES: [NH:1]1[CH:5]=[C:4]([C:6]2[CH:22]=[CH:21][C:9]3[C:10]4[N:11]=[C:12]([C:18]([OH:20])=O)[S:13][C:14]=4[CH2:15][CH2:16][O:17][C:8]=3[CH:7]=2)[CH:3]=[N:2]1.[CH2:23]([N:25]([CH2:31][CH3:32])[C@@H:26]1[CH2:30][CH2:29][NH:28][CH2:27]1)[CH3:24]>>[CH2:23]([N:25]([CH2:31][CH3:32])[C@@H:26]1[CH2:30][CH2:29][N:28]([C:18]([C:12]2[S:13][C:14]3[CH2:15][CH2:16][O:17][C:8]4[CH:7]=[C:6]([C:4]5[CH:5]=[N:1][NH:2][CH:3]=5)[CH:22]=[CH:21][C:9]=4[C:10]=3[N:11]=2)=[O:20])[CH2:27]1)[CH3:24]. Reported procedure: Following the procedure for 103, 8-(1H-Pyrazol-4-yl)-4,5-dihydro-6-oxa-3-thia-1-aza-benzo[e]azulene-2-carboxylic acid (50.0 mg, 0.2 mmol) was reacted with (R)—N,N-diethylpyrrolidin-3-amine (1.2 equiv) to give 202 (M+1 438.0) Starting materials: C1(=CC=CC=C1)C(=C1C=CC=C1)C1=CC=CC=C1 (6,6-diphenylfulvene), C(C)(C)(C)C=1C=CC=2CC3=CC=C(C=C3C2C1)C(C)(C)C (3,6-di-tert-butylfluorene), CCCCCC (hexane), C(CCC)[Li] (n-butyllithium). The solvent is C1CCOC1 (THF), C1CCOC1 (THF), O (water). Reaction conditions: time 4 hour. Yields the product C1(C=CC=C1)C(C1=CC(=CC=2C3=CC(=CC=C3CC12)C(C)(C)C)C(C)(C)C)(C1=CC=CC=C1)C1=CC=CC=C1 (1-(cyclopentadienyl)-1-(3,6-di-tert-butylfluorenyl)diphenylmethane). As a reaction SMILES: [C:1]([C:5]1[CH:6]=[CH:7][C:8]2[CH2:9][C:10]3[C:15]([C:16]=2[CH:17]=1)=[CH:14][C:13]([C:18]([CH3:21])([CH3:20])[CH3:19])=[CH:12][CH:11]=3)([CH3:4])([CH3:3])[CH3:2].CCCCCC.C([Li])CCC.[C:33]1([C:39]([C:45]2[CH:50]=[CH:49][CH:48]=[CH:47][CH:46]=2)=[C:40]2[CH:44]=[CH:43][CH:42]=[CH:41]2)[CH:38]=[CH:37][CH:36]=[CH:35][CH:34]=1>C1COCC1.O>[CH:40]1([C:39]([C:45]2[CH:50]=[CH:49][CH:48]=[CH:47][CH:46]=2)([C:33]2[CH:34]=[CH:35][CH:36]=[CH:37][CH:38]=2)[C:11]2[C:10]3[CH2:9][C:8]4[C:16](=[CH:17][C:5]([C:1]([CH3:4])([CH3:3])[CH3:2])=[CH:6][CH:7]=4)[C:15]=3[CH:14]=[C:13]([C:18]([CH3:21])([CH3:20])[CH3:19])[CH:12]=2)[CH:41]=[CH:42][CH:43]=[CH:44]1. Procedure: To a solution of 2.5 g (9.0 mmol) of 3,6-di-tert-butylfluorene in 40 ml of THF, 6.1 ml (9.8 mmol) of a hexane solution of n-butyllithium was dropwise added in a nitrogen atmosphere with ice cooling, followed by stirring at room temperature for 4 hours. The resulting solution was ice cooled again, and thereto was dropwise added a solution of 2.5 g (10.8 mmol) of 6,6-diphenylfulvene in 30 ml of THF in a nitrogen atmosphere, followed by stirring at room temperature for 5 hours. Then, 50 ml of water...